From a dataset of the Open Reaction Database (ORD), a public repository of structured organic reaction records. describe an organic reaction: reactants, conditions, products, and yield Reaction conditions: time 3 hour. Run in CO (MeOH). Yield: 100.7%. Reactants: Cl (HCl), O1CCOCC1 (Dioxane), P(=O)(OC[C@H](C1=CC(=CC(=C1)I)F)NC(C1=C(C=C(C=C1)C1=NC(=CN=C1N)[C@@H]1C[C@@H]([C@H](CC1)O)F)F)=O)(OC(C)(C)C)OC(C)(C)C ((S)-2-(4-(3-amino-6-((1S,3S,4S)-3-fluoro-4-hydroxycyclohexyl)pyrazin-2-yl)-2-fluorobenzamido)-2-(3-fluoro-5-iodophenyl)ethyl di-tert-butyl phosphate). Yields the product P(=O)(OC[C@H](C1=CC(=CC(=C1)I)F)NC(C1=C(C=C(C=C1)C1=NC(=CN=C1N)[C@@H]1C[C@@H]([C@H](CC1)O)F)F)=O)(O)O ((S)-2-(4-(3-amino-6-((1S,3S,4S)-3-fluoro-4-hydroxycyclohexyl)pyrazin-2-yl)-2-fluorobenzamido)-2-(3-fluoro-5-iodophenyl)ethyl dihydrogen phosphate). Procedure details: (S)-2-(4-(3-amino-6-((1S,3S,4S)-3-fluoro-4-hydroxycyclohexyl)pyrazin-2-yl)-2-fluorobenzamido)-2-(3-fluoro-5-iodophenyl)ethyl di-tert-butyl phosphate (4600 mg, 5.72 mmol) was fully dissolved in MeOH (Volume: 70 mL). Then HCl 4M in Dioxane (14.29 mL, 57.2 mmol) was added and stirred at room temperature for 3 hours, followed by LCMS. The solvent was concentrated mostly off. Then MeOH (Volume: 70 mL) was added and the solvent was concentrated off to residue, additional MeOH (Volume: 70 mL) was added... As a reaction SMILES: [P:1]([O:44]C(C)(C)C)([O:39]C(C)(C)C)([O:3][CH2:4][C@@H:5]([NH:14][C:15](=[O:38])[C:16]1[CH:21]=[CH:20][C:19]([C:22]2[C:27]([NH2:28])=[N:26][CH:25]=[C:24]([C@H:29]3[CH2:34][CH2:33][C@H:32]([OH:35])[C@@H:31]([F:36])[CH2:30]3)[N:23]=2)=[CH:18][C:17]=1[F:37])[C:6]1[CH:11]=[C:10]([I:12])[CH:9]=[C:8]([F:13])[CH:7]=1)=[O:2].Cl.O1CCOCC1>CO>[P:1]([OH:39])([OH:44])([O:3][CH2:4][C@@H:5]([NH:14][C:15](=[O:38])[C:16]1[CH:21]=[CH:20][C:19]([C:22]2[C:27]([NH2:28])=[N:26][CH:25]=[C:24]([C@H:29]3[CH2:34][CH2:33][C@H:32]([OH:35])[C@@H:31]([F:36])[CH2:30]3)[N:23]=2)=[CH:18][C:17]=1[F:37])[C:6]1[CH:11]=[C:10]([I:12])[CH:9]=[C:8]([F:13])[CH:7]=1)=[O:2]. Reactants: CS(=O)(=O)O[C@H]1CC[C@H]2CN(C[C@H]21)CC2=CC=CC=C2 ((3aS,4S,6aR)-2-benzyloctahydrocyclopenta[c]pyrrol-4-yl methanesulfonate), [N-]=[N+]=[N-].[Na+] (sodium azide). The solvent is C(C)(=O)OCC (ethyl acetate), CN(C(C)=O)C (N,N-dimethylacetamide). Run at temperature 90 celsius. Yields the product N(=[N+]=[N-])[C@@H]1CC[C@H]2CN(C[C@H]21)CC2=CC=CC=C2 ((3aS,4R,6aR)-4-azido-2-benzyloctahydrocyclopenta[c]pyrrole). RXN SMILES: CS(O[C@@H:6]1[C@H:13]2[C@H:9]([CH2:10][N:11]([CH2:14][C:15]3[CH:20]=[CH:19][CH:18]=[CH:17][CH:16]=3)[CH2:12]2)[CH2:8][CH2:7]1)(=O)=O.[N-:21]=[N+:22]=[N-:23].[Na+]>CN(C)C(=O)C.C(OCC)(=O)C>[N:21]([C@H:6]1[C@H:13]2[C@H:9]([CH2:10][N:11]([CH2:14][C:15]3[CH:20]=[CH:19][CH:18]=[CH:17][CH:16]=3)[CH2:12]2)[CH2:8][CH2:7]1)=[N+:22]=[N-:23] |f:1.2|. Procedure: (3aS,4S,6aR)-2-Benzyloctahydrocyclopenta[c]pyrrol-4-yl methanesulfonate (1.686 g, 5.71 mmol) from Step C and sodium azide (0.557 g, 8.56 mmol) were combined in N,N-dimethylacetamide (10 mL). The reaction was heated at 90° C. for 15 hours. The reaction was cooled and diluted with 200 mL of ethyl acetate and then quenched with 30 mL water. The organic layer was removed and washed with 2×20 mL of water, then 20 mL of brine. The solvent was removed in vacuo to give (3aS,4R,6aR)-4-azido-2-benzyloctah... Starting materials: ClC=1C=C(C(=O)NCC(=O)N[C@H]2CN(CC2)C2CCN(CC2)C2=CC=C(C=C2)OC)C=CC1Cl (3,4-dichloro-N-[2-({(3R)-1-[1-(4-methoxyphenyl)piperidin-4-yl]pyrrolidin-3-yl}amino)-2-oxoethyl)benzamide), ClC=1C=C(C(=O)Cl)C=CC1Cl (3,4-dichlorobenzoylchloride). The product is title compound, NCC(=O)N[C@H]1CN(CC1)C1CCOCC1 (2-amino-N-[(3R)-1-(tetrahydro-2H-pyran-4-yl)pyrrolidin-3-yl]acetamide), NCC(=O)N[C@H]1CN(CC1)C1CCN(CC1)C1=CC=C(C=C1)OC (2-amino-N-{(3R)-1-[1-(4-methoxyphenyl)piperidin-4-yl]pyrrolidin-3-yl}acetamide). Reaction SMILES: ClC1C=C(C=CC=1Cl)C([NH:7][CH2:8][C:9]([NH:11][C@@H:12]1[CH2:16][CH2:15][N:14]([CH:17]2[CH2:22][CH2:21][N:20]([C:23]3[CH:28]=[CH:27][C:26]([O:29][CH3:30])=[CH:25][CH:24]=3)[CH2:19][CH2:18]2)[CH2:13]1)=[O:10])=O.ClC1C=C(C=CC=1Cl)C(Cl)=[O:40]>>[NH2:7][CH2:8][C:9]([NH:11][C@@H:12]1[CH2:16][CH2:15][N:14]([CH:17]2[CH2:18][CH2:19][O:40][CH2:21][CH2:22]2)[CH2:13]1)=[O:10].[NH2:7][CH2:8][C:9]([NH:11][C@@H:12]1[CH2:16][CH2:15][N:14]([CH:17]2[CH2:22][CH2:21][N:20]([C:23]3[CH:24]=[CH:25][C:26]([O:29][CH3:30])=[CH:27][CH:28]=3)[CH2:19][CH2:18]2)[CH2:13]1)=[O:10]. Reported procedure: The title compound was synthesized in similar fashion to 3,4-dichloro-N-[2-({(3R)-1-[1-(4-methoxyphenyl)piperidin-4-yl]pyrrolidin-3-yl}amino)-2-oxoethyl)benzamide, substituting 3-(trifluoromethoxy)benzoyl chloride for 3,4-dichlorobenzoylchloride, as well as 2-amino-N-[(3R)-1-(tetrahydro-2H-pyran-4-yl)pyrrolidin-3-yl]acetamide for 2-amino-N-{(3R)-1-[1-(4-methoxyphenyl)piperidin-4-yl]pyrrolidin-3-yl}acetamide, and was isolated as a white solid. 1H-NMR (CDCl3) δ: 1.40-1.78 (m, 5H), 2.12-2.36 (m, 3H... Starting materials: NC1=C(C(=O)OC(C)(C)C)C=CC(=C1)C1=CC=CC=C1 (tert-butyl 2-amino-4-phenylbenzoate), Cl (hydrochloric acid), C(C(=O)Cl)(=O)Cl (oxalyl chloride), N1(C=CC=C1)C1=CC=C(C(=O)O)C=C1 (4-(1H-pyrrol-1-yl)benzoic acid). The solvent is C(C)N(CC)CC (triethylamine), C(C)(=O)OCC (Ethyl acetate), C(Cl)Cl (methylene chloride), CN(C=O)C (N,N-dimethylformamide). Conditions: time 30 minute. Yields the product C1(=CC=CC=C1)C1=CC(=C(C(=O)OC(C)(C)C)C=C1)NC(C1=CC=C(C=C1)N1C=CC=C1)=O (tert-butyl 4-phenyl-2-(4-(1H-pyrrol-1-yl)benzamido)benzoate). RXN SMILES: C(Cl)(=O)C(Cl)=O.[N:7]1([C:12]2[CH:20]=[CH:19][C:15]([C:16]([OH:18])=O)=[CH:14][CH:13]=2)[CH:11]=[CH:10][CH:9]=[CH:8]1.[NH2:21][C:22]1[CH:34]=[C:33]([C:35]2[CH:40]=[CH:39][CH:38]=[CH:37][CH:36]=2)[CH:32]=[CH:31][C:23]=1[C:24]([O:26][C:27]([CH3:30])([CH3:29])[CH3:28])=[O:25].Cl>C(OCC)(=O)C.C(N(CC)CC)C.C(Cl)Cl.CN(C)C=O>[C:35]1([C:33]2[CH:32]=[CH:31][C:23]([C:24]([O:26][C:27]([CH3:30])([CH3:28])[CH3:29])=[O:25])=[C:22]([NH:21][C:16](=[O:18])[C:15]3[CH:14]=[CH:13][C:12]([N:7]4[CH:8]=[CH:9][CH:10]=[CH:11]4)=[CH:20][CH:19]=3)[CH:34]=2)[CH:36]=[CH:37][CH:38]=[CH:39][CH:40]=1. Procedure details: 0.015 mL of N,N-dimethylformamide was added to a mixed solution of 2.0 mL of methylene chloride and 0.024 mL of oxalyl chloride containing 47 mg of 4-(1H-pyrrol-1-yl)benzoic acid and stirred at room temperature for 30 minutes. 67 mg of tert-butyl 2-amino-4-phenylbenzoate and 0.090 mL of triethylamine were added to the reaction mixture at room temperature sequentially and stirred at the same temperature for 30 minutes. Ethyl acetate and 1.0 mol/L hydrochloric acid were added to the reaction mixtu... Reactants: BrC=1C(C2=CC(=CC=C2C1C1=CC(=CC(=C1)F)F)OCCCN1CCN(CC1)C(=O)OC(C)(C)C)=O (t-Butyl 4-(3-(2-bromo-3-(3,5-difluorophenyl)-1-oxo-1H-inden-6-yl oxy)propyl)piperazine-1-carboxylate), O1CCN(CC1)CCOC1=CC=C2C(=C(C(C2=C1)=O)Br)C1=CC=CC=C1 (6-(2-morpholinoethoxy)-2-bromo-3-phenyl-1H-inden-1-one), COC1=CC=C(C=N1)B(O)O (6-methoxy-3-pyridinylboronic acid). The product is FC=1C=C(C=C(C1)F)C1=C(C(C2=CC(=CC=C12)OCCCN1CCN(CC1)C(=O)OC(C)(C)C)=O)C=1C=NC(=CC1)OC (t-Butyl 4-(3-(3-(3,5-difluorophenyl)-2-(6-methoxypyridin-3-yl)-1-oxo-1H-inden-6-yloxy)propyl)piperazine-1-carboxylate). Reaction SMILES: Br[C:2]1[C:3](=[O:36])[C:4]2[C:9]([C:10]=1[C:11]1[CH:16]=[C:15]([F:17])[CH:14]=[C:13]([F:18])[CH:12]=1)=[CH:8][CH:7]=[C:6]([O:19][CH2:20][CH2:21][CH2:22][N:23]1[CH2:28][CH2:27][N:26]([C:29]([O:31][C:32]([CH3:35])([CH3:34])[CH3:33])=[O:30])[CH2:25][CH2:24]1)[CH:5]=2.O1CCN(CCOC2C=C3C(C(C4C=CC=CC=4)=C(Br)C3=O)=CC=2)CC1.[CH3:63][O:64][C:65]1[N:70]=[CH:69][C:68](B(O)O)=[CH:67][CH:66]=1>>[F:17][C:15]1[CH:16]=[C:11]([C:10]2[C:9]3[C:4](=[CH:5][C:6]([O:19][CH2:20][CH2:21][CH2:22][N:23]4[CH2:24][CH2:25][N:26]([C:29]([O:31][C:32]([CH3:34])([CH3:35])[CH3:33])=[O:30])[CH2:27][CH2:28]4)=[CH:7][CH:8]=3)[C:3](=[O:36])[C:2]=2[C:68]2[CH:69]=[N:70][C:65]([O:64][CH3:63])=[CH:66][CH:67]=2)[CH:12]=[C:13]([F:18])[CH:14]=1. Procedure: The procedure of Step 7 of Example 1 was repeated except for using t-butyl 4-(3-(2-bromo-3-(3,5-difluorophenyl)-1-oxo-1H-inden-6-yloxy)propyl)piperazine-1-carboxylate obtained in Step 1 of Example 104 as a starting material instead of 6-(2-morpholinoethoxy)-2-bromo-3-phenyl-1H-inden-1-one, 6-methoxy-3-pyridinylboronic acid instead of 3-pyridinylboronic acid, and being purified by silica gel column chromatography (EtOAc/hexanes=1:1) to obtain the title compound. The reactants are C(C)OC(=O)C=1N(C=NC1C)CCCOC1=CC=C(C=C1)C(=O)N1[C@H](C[C@H](C2=CC=CC=C12)N(C1=CC=C(C=C1)Cl)C(C)=O)C ((2S,4R)-3-[3-(4-{4-[acetyl(4-chloro-phenyl)-amino]-2-methyl-3,4-dihydro-2H-quinoline-1-carbonyl}-phenoxy)-propyl]-5-methyl-3H-imidazole-4-carboxylic acid ethyl ester), C(C)O (ethanol), [OH-].[Na+] (sodium hydroxide). The solvent is O1CCCC1 (tetrahydrofuran). Run at time 16 hour. Product: C(C)(=O)N([C@@H]1C[C@@H](N(C2=CC=CC=C12)C(=O)C1=CC=C(OCCCN2C=NC(=C2C(=O)O)C)C=C1)C)C1=CC=C(C=C1)Cl ((2S,4R)-3-[3-(4-{4-[Acetyl-(4-chloro-phenyl)-amino]-2-methyl-3,4-dihydro-2H-quinoline-1-carbonyl}-phenoxy)-propyl]-5-methyl-3H-imidazole-4-carboxylic acid). Isolated yield 61.0%. As a reaction SMILES: C([O:3][C:4]([C:6]1[N:7]([CH2:12][CH2:13][CH2:14][O:15][C:16]2[CH:21]=[CH:20][C:19]([C:22]([N:24]3[C:33]4[C:28](=[CH:29][CH:30]=[CH:31][CH:32]=4)[C@H:27]([N:34]([C:42](=[O:44])[CH3:43])[C:35]4[CH:40]=[CH:39][C:38]([Cl:41])=[CH:37][CH:36]=4)[CH2:26][C@@H:25]3[CH3:45])=[O:23])=[CH:18][CH:17]=2)[CH:8]=[N:9][C:10]=1[CH3:11])=[O:5])C.C(O)C.[OH-].[Na+]>O1CCCC1>[C:42]([N:34]([C:35]1[CH:36]=[CH:37][C:38]([Cl:41])=[CH:39][CH:40]=1)[C@H:27]1[C:28]2[C:33](=[CH:32][CH:31]=[CH:30][CH:29]=2)[N:24]([C:22]([C:19]2[CH:20]=[CH:21][C:16]([O:15][CH2:14][CH2:13][CH2:12][N:7]3[C:6]([C:4]([OH:5])=[O:3])=[C:10]([CH3:11])[N:9]=[CH:8]3)=[CH:17][CH:18]=2)=[O:23])[C@@H:25]([CH3:45])[CH2:26]1)(=[O:44])[CH3:43] |f:2.3|. Procedure: (2S,4R)-N-(4-Chloro-phenyl)-N-[1-(4-hydroxy-benzoyl)-2-methyl-1,2,3,4-tetrahydro-quinolin-4-yl]-acetamide was dissolved in DMF at room temperature and K2CO3 was added. 3-(3-Bromo-propyl)-5-methyl-3H-imidazole-4-carboxylic acid ethyl ester (prepared from the dibromide and the corresponding imidazole with NaH in THF) was added and the reaction was allowed to heat to 80° C. overnight. The reaction mixture was concentrated in vacuo. The residue was partitioned between ethyl acetate and water, then e...